From a dataset of the Open Reaction Database (ORD), a public repository of structured organic reaction records. describe an organic reaction: reactants, conditions, products, and yield Starting materials: C1(=CC=CC=C1)C(=NNC1=CC=C(C=C1)C)C1=CC=CC=C1 (1-(diphenylmethylene)-2-p-tolylhydrazine), CC1=C(CCBr)C=CC=C1 (2-methylphenethylbromide). The product is C1(=CC=CC=C1)C(=NN(C1=CC=C(C=C1)C)CCC1=C(C=CC=C1)C)C1=CC=CC=C1 (2-(diphenylmethylene)-1-(2-methylphenethyl)-1-p-tolylhydrazine). As a reaction SMILES: [C:1]1([C:7]([C:17]2[CH:22]=[CH:21][CH:20]=[CH:19][CH:18]=2)=[N:8][NH:9][C:10]2[CH:15]=[CH:14][C:13]([CH3:16])=[CH:12][CH:11]=2)[CH:6]=[CH:5][CH:4]=[CH:3][CH:2]=1.[CH3:23][C:24]1[CH:32]=[CH:31][CH:30]=[CH:29][C:25]=1[CH2:26][CH2:27]Br>>[C:17]1([C:7]([C:1]2[CH:2]=[CH:3][CH:4]=[CH:5][CH:6]=2)=[N:8][N:9]([CH2:27][CH2:26][C:25]2[CH:29]=[CH:30][CH:31]=[CH:32][C:24]=2[CH3:23])[C:10]2[CH:11]=[CH:12][C:13]([CH3:16])=[CH:14][CH:15]=2)[CH:22]=[CH:21][CH:20]=[CH:19][CH:18]=1. Reported procedure: General procedure B was used to convert 1-(diphenylmethylene)-2-p-tolylhydrazine (200 mg, 0.69 mmol; Example 36A) and 2-methylphenethylbromide (278 mg, 1.4 mmol; Aldrich) to the title compound: MS (DCI/NH3) m/z 404 (M+H)+.